Task: describe an organic reaction: reactants, conditions, products, and yield. Dataset: the Open Reaction Database (ORD), a public repository of structured organic reaction records Starting materials: C(C)(C)(C)OC(CC1=CC(=C(OC2=CC=C(C(=O)OC)C=C2)C=C1)C#N)=O (Methyl 4-(4-(2-tert-butoxy-2-oxoethyl)-2-cyanophenoxy)benzoate), O[Li].O (LiOH—H2O). Run in O1CCOCC1 (dioxane), Cl (HCl), C(Cl)Cl (CH2Cl2). Reaction conditions: temperature 10 celsius, time 5 hour. The product is C(C)(C)(C)OC(CC1=CC(=C(OC2=CC=C(C(=O)O)C=C2)C=C1)C#N)=O (4-(4-(2-tert-butoxy-2-oxoethyl)-2-cyanophenoxy)benzoic acid). Yield: 65.3%. Reaction SMILES: [C:1]([O:5][C:6](=[O:27])[CH2:7][C:8]1[CH:24]=[CH:23][C:11]([O:12][C:13]2[CH:22]=[CH:21][C:16]([C:17]([O:19]C)=[O:18])=[CH:15][CH:14]=2)=[C:10]([C:25]#[N:26])[CH:9]=1)([CH3:4])([CH3:3])[CH3:2].O[Li].O>O1CCOCC1.Cl.C(Cl)Cl>[C:1]([O:5][C:6](=[O:27])[CH2:7][C:8]1[CH:24]=[CH:23][C:11]([O:12][C:13]2[CH:22]=[CH:21][C:16]([C:17]([OH:19])=[O:18])=[CH:15][CH:14]=2)=[C:10]([C:25]#[N:26])[CH:9]=1)([CH3:4])([CH3:2])[CH3:3] |f:1.2|. Procedure details: Methyl 4-(4-(2-tert-butoxy-2-oxoethyl)-2-cyanophenoxy)benzoate (11.60 g, 31.57 mmol) was dissolved in dioxane (160 mL) and the solution was cooled to 10° C. in an ice bath. LiOH—H2O, 1M (37.89 ml, 37.89 mmol) was added to the solution and the mixture was stirred at ambient temperature for 5 hours. The mixture was diluted with 2N HCl (100 mL) and CH2Cl2 (200 mL). Layers were separated and aqueous layer was extracted with CH2Cl2. The combined extracts were washed with brine (100 mL), dried over Mg... Procedure details: 3-(3,4-Dichlorophenyl)-3-(4-trifluoromethyl-2-methyl-3-oxo-2,3-dihydro-1H-isoindol-1-yl)propionaldehyde (0.416 g) was coupled to 4-(2-oxoperhydropyrimidine-1-yl)piperidine (0.183 g) by a method similar to that described in Example 8. The reaction product was not purified by chromatography but converted to the hydrochloride salt to afford the title compound (0.34 g); mp 190°-205° C. (d); MS: m/z=583(M+1); NMR(CD3SOCD3): 1.66 (m,2), 2.11 (m,1), 3.05 (s,3), 4.37 (m,1), 4.96 (m,1), 6.31 (m,1), 6.75 ... The reactants are ClC=1C=C(C=CC1Cl)C(CC=O)C1N(C(C2=C(C=CC=C12)C(F)(F)F)=O)C (3-(3,4-Dichlorophenyl)-3-(4-trifluoromethyl-2-methyl-3-oxo-2,3-dihydro-1H-isoindol-1-yl)propionaldehyde), O=C1N(CCCN1)C1CCNCC1 (4-(2-oxoperhydropyrimidine-1-yl)piperidine). RXN SMILES: [Cl:1][C:2]1[CH:3]=[C:4]([CH:9]([CH:13]2[C:21]3[C:16](=[C:17]([C:22]([F:25])([F:24])[F:23])[CH:18]=[CH:19][CH:20]=3)[C:15](=[O:26])[N:14]2[CH3:27])[CH2:10][CH:11]=O)[CH:5]=[CH:6][C:7]=1[Cl:8].[O:28]=[C:29]1[NH:34][CH2:33][CH2:32][CH2:31][N:30]1[CH:35]1[CH2:40][CH2:39][NH:38][CH2:37][CH2:36]1>>[ClH:1].[Cl:1][C:2]1[CH:3]=[C:4]([CH:9]([CH:13]2[C:21]3[C:16](=[C:17]([C:22]([F:25])([F:23])[F:24])[CH:18]=[CH:19][CH:20]=3)[C:15](=[O:26])[N:14]2[CH3:27])[CH2:10][CH2:11][N:38]2[CH2:39][CH2:40][CH:35]([N:30]3[CH2:31][CH2:32][CH2:33][NH:34][C:29]3=[O:28])[CH2:36][CH2:37]2)[CH:5]=[CH:6][C:7]=1[Cl:8] |f:2.3|. Isolated yield 109.7%. Yields the product Cl.ClC=1C=C(C=CC1Cl)C(CCN1CCC(CC1)N1C(NCCC1)=O)C1N(C(C2=C(C=CC=C12)C(F)(F)F)=O)C (3-[1-(3,4-Dichlorophenyl)-3-(4-(2-oxoperhydropyrimidine-1-yl)piperidino)propyl]-7-trifluoromethyl-2-methyl-2,3-dihydroisoindol-1-one hydrochloride). Starting materials: ClC1=C2NC=NC2=NC=N1 (6-chloropurine), ClC1=C2NC=NC2=NC=N1 (6-chloropurine), ClC1=C2NC=NC2=NC(=N1)C(=O)N (6-chloropurine amide), IPAc MeOH, Cl (HCl), CCN(C(C)C)C(C)C (DIPEA), CCN(C(C)C)C(C)C (DIPEA), 5-L, IPAc MeOH, S(=O)(Cl)Cl (Thionyl chloride), IC=1C=C(CN)C=CC1 (3-iodobenzylamine), CN (methylamine), C1CCOC1 (THF), 5-L, acyl chloride, O (water). Run in CC#N (CH3CN), CO (MeOH), CC#N (CH3CN). Conditions: temperature 35 celsius, time 6.5 hour. Product: CNC(=O)[C@@H]1[C@H]([C@H]([C@@H](O1)N2C=NC3=C2N=CN=C3NCC=4C=CC=C(C4)I)O)O.[CH2-]C(=O)C (IB-MECA acetonide). Reaction SMILES: Cl[C:2]1[N:10]=[CH:9][N:8]=[C:7]2[C:3]=1[NH:4][CH:5]=[N:6]2.S(Cl)(Cl)=[O:12].[CH3:15][NH2:16].[CH2:17]1C[O:20][CH2:19][CH2:18]1.CCN(C(C)C)[CH:25]([CH3:27])[CH3:26].[I:31][C:32]1[CH:33]=[C:34]([CH:37]=[CH:38][CH:39]=1)[CH2:35][NH2:36].Cl.ClC1N=[C:49]([C:51](N)=[O:52])N=C2C=1NC=N2.[OH2:54]>CC#N.CO>[CH3:15][NH:16][C:17]([C@H:18]1[O:12][C@@H:49]([N:6]2[C:7]3[N:8]=[CH:9][N:10]=[C:2]([NH:36][CH2:35][C:34]4[CH:37]=[CH:38][CH:39]=[C:32]([I:31])[CH:33]=4)[C:3]=3[N:4]=[CH:5]2)[C@H:51]([OH:52])[C@@H:19]1[OH:20])=[O:54].[CH2-:26][C:25]([CH3:27])=[O:20] |f:11.12|. Procedure: To a 72-L reactor, was charged 6-chloropurine acid [2600 g, 7.63 mol, 1.0 wt=1.0 vol] using CH3CN. (31.7 L, 12.2 vol) to effect the transfer, and stirring commenced. Thionyl chloride (889 mL, 12.2 mol, 1.60 equiv, 0.342 vol) was added to the thick gray slurry and the mixture stirred at <30° C. for 4 h. Approximately 0.5 mL of the resultant dark solution was added to MeOH (2 mL, HPLC grade, Fisher), and analysis by TLC (UV detection, IPAc/MeOH, 10:1) showed the disappearance of the starting mater...